From a dataset of the Open Reaction Database (ORD), a public repository of structured organic reaction records. describe an organic reaction: reactants, conditions, products, and yield The reactants are C(CCC)C1=NC2(C(N1CC1=CC=C(C=C1)C1=C(C=CC=C1)C=1N=NN(N1)C(C)(C1=CC=CC=C1)C)=O)CCCC2 (2-butyl-3-{2′-[2-(1-methyl-1-phenyl-ethyl)-2H-tetrazol-5-yl]-biphenyl-4-ylmethyl}-1,3-diaza-spiro[4.4]non-1-en-4-one), Cl (hydrochloric acid). The solvent is C1(=CC=CC=C1)C (toluene). Conditions: temperature 17.5 celsius. Yields the product CCCCC1=NC2(CCCC2)C(=O)N1CC=3C=CC(=CC3)C=4C=CC=CC4C5=NNN=N5 (irbesartan). Yield: 78.8%. As a reaction SMILES: [CH2:1]([C:5]1[N:9]([CH2:10][C:11]2[CH:16]=[CH:15][C:14]([C:17]3[CH:22]=[CH:21][CH:20]=[CH:19][C:18]=3[C:23]3[N:24]=[N:25][N:26](C(C)(C4C=CC=CC=4)C)[N:27]=3)=[CH:13][CH:12]=2)[C:8](=[O:37])[C:7]2([CH2:41][CH2:40][CH2:39][CH2:38]2)[N:6]=1)[CH2:2][CH2:3][CH3:4].Cl>C1(C)C=CC=CC=1>[CH3:4][CH2:3][CH2:2][CH2:1][C:5]1[N:9]([CH2:10][C:11]2[CH:12]=[CH:13][C:14]([C:17]3[CH:22]=[CH:21][CH:20]=[CH:19][C:18]=3[C:23]3[N:24]=[N:25][NH:26][N:27]=3)=[CH:15][CH:16]=2)[C:8](=[O:37])[C:7]2([CH2:38][CH2:39][CH2:40][CH2:41]2)[N:6]=1. Procedure: 124 g (0.228 moles) of 2-butyl-3-{2′-[2-(1-methyl-1-phenyl-ethyl)-2H-tetrazol-5-yl]-biphenyl-4-ylmethyl}-1,3-diaza-spiro[4.4]non-1-en-4-one are dissolved in 500 ml of toluene and 900 ml of 37% aqueous hydrochloric acid are added thereto under stirring at a temperature of 15-20° C. The mixture is stirred for a further 4 h, then the aqueous phase is separated and washed twice with 250 ml of toluene. The aqueous phase is poured into a solution of 125 g of sodium acetate in water, the formed precipi... The reactants are [H-].[Na+] (sodium hydride), O (water), C1(=C(C=CC=C1)NC(OC1CCN(CC1)CCN(C)C(CCCCCNC1=CC=C(C=C1)N(C)C(=O)OC(C)(C)C)=O)=O)C1=CC=CC=C1 (1-(2-{[6-({4-([tert-Butoxycarbonyl)(methyl)amino]phenyl}amino)hexanoyl](methyl)amino}ethyl)piperidin-4-yl biphenyl-2-ylcarbamate), ClC(=O)OCC1=CC=CC=C1 (benzyl chloroformate). Solvent: O1CCCC1 (tetrahydrofuran), C(C)(=O)OCC (ethyl acetate). Reaction conditions: time 15 minute. The product is C1(=C(C=CC=C1)NC(=O)OC1CCN(CC1)CCN(C(CCCCCN(C(OCC1=CC=CC=C1)=O)C1=CC=C(C=C1)N(C)C(=O)OC(C)(C)C)=O)C)C1=CC=CC=C1 (Benzyl {6-[(2-{4-[(biphenyl-2-ylcarbamoyl)oxy]piperidin-1-yl}ethyl)(methyl)amino]-6-oxohexyl}{4-([tert-butoxycarbonyl)(methyl)amino]phenyl}carbamate). Yield: 92.7%. RXN SMILES: [C:1]1([C:44]2[CH:49]=[CH:48][CH:47]=[CH:46][CH:45]=2)[CH:6]=[CH:5][CH:4]=[CH:3][C:2]=1[NH:7][C:8](=[O:43])[O:9][CH:10]1[CH2:15][CH2:14][N:13]([CH2:16][CH2:17][N:18]([C:20](=[O:42])[CH2:21][CH2:22][CH2:23][CH2:24][CH2:25][NH:26][C:27]2[CH:32]=[CH:31][C:30]([N:33]([C:35]([O:37][C:38]([CH3:41])([CH3:40])[CH3:39])=[O:36])[CH3:34])=[CH:29][CH:28]=2)[CH3:19])[CH2:12][CH2:11]1.[H-].[Na+].Cl[C:53]([O:55][CH2:56][C:57]1[CH:62]=[CH:61][CH:60]=[CH:59][CH:58]=1)=[O:54].O>O1CCCC1.C(OCC)(=O)C>[C:1]1([C:44]2[CH:49]=[CH:48][CH:47]=[CH:46][CH:45]=2)[CH:6]=[CH:5][CH:4]=[CH:3][C:2]=1[NH:7][C:8]([O:9][CH:10]1[CH2:15][CH2:14][N:13]([CH2:16][CH2:17][N:18]([CH3:19])[C:20](=[O:42])[CH2:21][CH2:22][CH2:23][CH2:24][CH2:25][N:26]([C:27]2[CH:28]=[CH:29][C:30]([N:33]([C:35]([O:37][C:38]([CH3:41])([CH3:39])[CH3:40])=[O:36])[CH3:34])=[CH:31][CH:32]=2)[C:53](=[O:54])[O:55][CH2:56][C:57]2[CH:62]=[CH:61][CH:60]=[CH:59][CH:58]=2)[CH2:12][CH2:11]1)=[O:43] |f:1.2|. Procedure details: The compound (593 mg, 0.883 mmol) obtained in Example 97a was dissolved in tetrahydrofuran (9 mL), 55% sodium hydride (42 mg, 0.971 mmol) was added under ice cooling, and the mixture was stirred under ice cooling under a nitrogen atmosphere for 15 minutes. Subsequently, benzyl chloroformate (0.19 mL, 1.32 mmol) was added, and the mixture was stirred at room temperature for 18 hours. After the reaction was completed, water was added, and ethyl acetate was further added to separate the layers. The... Starting materials: CCN, O=[N+]([O-])c1ccccc1CBr, [Na+], C1CCOC1, [OH-], O. Yields the product CCNCc1ccccc1[N+](=O)[O-]. As a reaction SMILES: [CH3:12][CH2:13][NH2:14].[N+:1](=[O:2])([O-:3])[c:4]1[c:5]([CH2:6][Br:7])[cH:8][cH:9][cH:10][cH:11]1.[Na+:17].[O:18]1[CH2:19][CH2:20][CH2:21][CH2:22]1.[OH-:16].[OH2:15]>>[N+:1](=[O:2])([O-:3])[c:4]1[c:5]([CH2:6][NH:14][CH2:13][CH3:12])[cH:8][cH:9][cH:10][cH:11]1. Reactants: [Cl-].[NH4+] (ammonium chloride), CC(C)([O-])C.[Na+] (Sodium tert-butoxide), C1(=CC=CC=C1)P(C1=C(C2=CC=CC=C2C=C1)C1=C(C=CC2=CC=CC=C12)P(C1=CC=CC=C1)C1=CC=CC=C1)C1=CC=CC=C1 (2,2′-bis(diphenylphosphino)-1,1′-binaphthyl), N1CCC(CC1)C(=O)OCC (ethyl piperidine-4-carboxylate), BrC1=NC=CC=C1Cl (2-bromo-3-chloropyridine). Reagents/catalysts: C=1C=CC(=CC1)/C=C/C(=O)/C=C/C2=CC=CC=C2.C=1C=CC(=CC1)/C=C/C(=O)/C=C/C2=CC=CC=C2.C=1C=CC(=CC1)/C=C/C(=O)/C=C/C2=CC=CC=C2.[Pd].[Pd] (tris(dibenzylideneacetone)dipalladium(0)). The solvent is C1(=CC=CC=C1)C (toluene). Run at time 4 hour. The product is ClC=1C(=NC=CC1)N1CCC(CC1)C(=O)OCC (Ethyl 1-(3-chloropyridin-2-yl)piperidine-4-carboxylate). The yield is 38.8%. Reaction SMILES: CC(C)([O-])C.[Na+].C1(P(C2C=CC=CC=2)C2C=CC3C(=CC=CC=3)C=2C2C3C(=CC=CC=3)C=CC=2P(C2C=CC=CC=2)C2C=CC=CC=2)C=CC=CC=1.[NH:53]1[CH2:58][CH2:57][CH:56]([C:59]([O:61][CH2:62][CH3:63])=[O:60])[CH2:55][CH2:54]1.Br[C:65]1[C:70]([Cl:71])=[CH:69][CH:68]=[CH:67][N:66]=1.[Cl-].[NH4+]>C1(C)C=CC=CC=1.C1C=CC(/C=C/C(/C=C/C2C=CC=CC=2)=O)=CC=1.C1C=CC(/C=C/C(/C=C/C2C=CC=CC=2)=O)=CC=1.C1C=CC(/C=C/C(/C=C/C2C=CC=CC=2)=O)=CC=1.[Pd].[Pd]>[Cl:71][C:70]1[C:65]([N:53]2[CH2:58][CH2:57][CH:56]([C:59]([O:61][CH2:62][CH3:63])=[O:60])[CH2:55][CH2:54]2)=[N:66][CH:67]=[CH:68][CH:69]=1 |f:0.1,5.6,8.9.10.11.12|. Procedure details: Sodium tert-butoxide (0.936 g, 9.74 mmol), 2,2′-bis(diphenylphosphino)-1,1′-binaphthyl (0.364 g, 0.585 mmol), and tris(dibenzylideneacetone)dipalladium(0) (0.178 g, 0.195 mmol) were added to a solution of ethyl piperidine-4-carboxylate (2.45 g, 15.6 mmol) and 2-bromo-3-chloropyridine (1.50 g, 7.79 mmol) in toluene (30 mL) under a nitrogen atmosphere, and the mixture was stirred for 4 hours under heating to reflux. A saturated ammonium chloride aqueous solution was added to the reaction solution,... The reactants are CCOC(=O)c1[nH]c2ccccc2c1Br, CCO, Cc1ccccc1, Cl, [Na+], [Na+], O=C([O-])[O-], OB(O)c1ccccc1, c1ccc(P(c2ccccc2)(c2ccccc2)[Pd](P(c2ccccc2)(c2ccccc2)c2ccccc2)(P(c2ccccc2)(c2ccccc2)c2ccccc2)P(c2ccccc2)(c2ccccc2)c2ccccc2)cc1. Product: CCOC(=O)c1[nH]c2ccccc2c1-c1ccccc1. As a reaction SMILES: [CH2:1]([CH3:2])[O:3][C:4](=[O:5])[c:6]1[nH:7][c:8]2[cH:9][cH:10][cH:11][cH:12][c:13]2[c:14]1[Br:15].[CH3:31][CH2:32][OH:33].[CH3:34][c:35]1[cH:36][cH:37][cH:38][cH:39][cH:40]1.[ClH:41].[Na+:25].[Na+:26].[O-:27][C:28](=[O:29])[O-:30].[OH:16][B:17]([OH:18])[c:19]1[cH:20][cH:21][cH:22][cH:23][cH:24]1.[cH:42]1[cH:43][cH:44][c:45]([P:46]([Pd:47]([P:48]([c:49]2[cH:50][cH:51][cH:52][cH:53][cH:54]2)([c:55]2[cH:56][cH:57][cH:58][cH:59][cH:60]2)[c:61]2[cH:62][cH:63][cH:64][cH:65][cH:66]2)([P:67]([c:68]2[cH:69][cH:70][cH:71][cH:72][cH:73]2)([c:74]2[cH:75][cH:76][cH:77][cH:78][cH:79]2)[c:80]2[cH:81][cH:82][cH:83][cH:84][cH:85]2)[P:86]([c:87]2[cH:88][cH:89][cH:90][cH:91][cH:92]2)([c:93]2[cH:94][cH:95][cH:96][cH:97][cH:98]2)[c:99]2[cH:100][cH:101][cH:102][cH:103][cH:104]2)([c:105]2[cH:106][cH:107][cH:108][cH:109][cH:110]2)[c:111]2[cH:112][cH:113][cH:114][cH:115][cH:116]2)[cH:117][cH:118]1>>[CH2:1]([CH3:2])[O:3][C:4](=[O:5])[c:6]1[nH:7][c:8]2[cH:9][cH:10][cH:11][cH:12][c:13]2[c:14]1-[c:19]1[cH:20][cH:21][cH:22][cH:23][cH:24]1. Reactants: O=C([O-])[O-], COCc1nc(Cl)c2ccc(-c3ncccc3C(F)(F)F)nc2n1, Cl, [Cs+], [Cs+], Nc1ccc(C(F)(F)F)cn1, C1COCCO1, O=C(C=Cc1ccccc1)C=Cc1ccccc1, O=C(C=Cc1ccccc1)C=Cc1ccccc1, O=C(C=Cc1ccccc1)C=Cc1ccccc1, [Pd], [Pd]. Yields the product COCc1nc(Nc2ccc(C(F)(F)F)cn2)c2ccc(-c3ncccc3C(F)(F)F)nc2n1. As a reaction SMILES: [C:37](=[O:38])([O-:39])[O-:40].[Cl:1][c:2]1[c:3]2[c:4]([n:5][c:6]([CH2:8][O:9][CH3:10])[n:7]1)[n:11][c:12](-[c:15]1[n:16][cH:17][cH:18][cH:19][c:20]1[C:21]([F:22])([F:23])[F:24])[cH:13][cH:14]2.[ClH:25].[Cs+:41].[Cs+:42].[NH2:26][c:27]1[n:28][cH:29][c:30]([C:33]([F:34])([F:35])[F:36])[cH:31][cH:32]1.[O:43]1[CH2:44][CH2:45][O:46][CH2:47][CH2:48]1.[O:51]=[C:52]([CH:53]=[CH:54][c:55]1[cH:56][cH:57][cH:58][cH:59][cH:60]1)[CH:61]=[CH:62][c:63]1[cH:64][cH:65][cH:66][cH:67][cH:68]1.[O:69]=[C:70]([CH:71]=[CH:72][c:73]1[cH:74][cH:75][cH:76][cH:77][cH:78]1)[CH:79]=[CH:80][c:81]1[cH:82][cH:83][cH:84][cH:85][cH:86]1.[O:87]=[C:88]([CH:89]=[CH:90][c:91]1[cH:92][cH:93][cH:94][cH:95][cH:96]1)[CH:97]=[CH:98][c:99]1[cH:100][cH:101][cH:102][cH:103][cH:104]1.[Pd:49].[Pd:50]>>[c:2]1([NH:26][c:27]2[n:28][cH:29][c:30]([C:33]([F:34])([F:35])[F:36])[cH:31][cH:32]2)[c:3]2[c:4]([n:5][c:6]([CH2:8][O:9][CH3:10])[n:7]1)[n:11][c:12](-[c:15]1[n:16][cH:17][cH:18][cH:19][c:20]1[C:21]([F:22])([F:23])[F:24])[cH:13][cH:14]2.